From a dataset of the Open Reaction Database (ORD), a public repository of structured organic reaction records. describe an organic reaction: reactants, conditions, products, and yield Reactants: FC=1C=C2CC(NC2=CC1)=O (5-Fluoro-1,3-dihydro-indol-2-one), O=C1OCCC=2C1=CNC2C=O (4-oxo-2,4,6,7-tetrahydro-pyrano[3,4-c]pyrrole-1-carbaldehyde). Yields the product FC=1C=C2C(C(NC2=CC1)=O)=CC1=C2C(=CN1)C(OCC2)=O (1-(5-Fluoro-2-oxo-1,2-dihydro-indol-3-ylidenemethyl)-6,7-dihydro-2H-pyrano[3,4-c]pyrrol-4-one). RXN SMILES: [F:1][C:2]1[CH:3]=[C:4]2[C:8](=[CH:9][CH:10]=1)[NH:7][C:6](=[O:11])[CH2:5]2.[O:12]=[C:13]1[C:18]2=[CH:19][NH:20][C:21]([CH:22]=O)=[C:17]2[CH2:16][CH2:15][O:14]1>>[F:1][C:2]1[CH:3]=[C:4]2[C:8](=[CH:9][CH:10]=1)[NH:7][C:6](=[O:11])[C:5]2=[CH:22][C:21]1[NH:20][CH:19]=[C:18]2[C:13](=[O:12])[O:14][CH2:15][CH2:16][C:17]=12. Procedure details: 5-Fluoro-1,3-dihydro-indol-2-one was condensed with 4-oxo-2,4,6,7-tetrahydro-pyrano[3,4-c]pyrrole-1-carbaldehyde to give the title compound. Starting materials: N(=O)[O-].[Na+] (sodium nitrite), C(C)(=O)[O-].[Na+] (sodium acetate), Br.BrC1=C(N)C(=CC(=C1)OC)C (2-bromo-4-methoxy-6-methylaniline hydrobromide), Cl (hydrochloric acid), CC(C)(C)S (2-methyl-2-propanethiol), CC(C)([O-])C.[K+] (potassium tert-butoxide). Run in O (water), C(C)O (ethanol), CS(=O)C (dimethylsulfoxide). Run at temperature 0 celsius, time 10 minute. Product: BrC=1C=C(C=C2C=NNC12)OC (7-Bromo-5-methoxy-1H-indazole). Reaction SMILES: Br.[Br:2][C:3]1[CH:9]=[C:8]([O:10][CH3:11])[CH:7]=[C:6]([CH3:12])[C:4]=1[NH2:5].Cl.[N:14]([O-])=O.[Na+].C([O-])(=O)C.[Na+].CC(S)(C)C.CC(C)([O-])C.[K+]>O.C(O)C.CS(C)=O>[Br:2][C:3]1[CH:9]=[C:8]([O:10][CH3:11])[CH:7]=[C:6]2[C:4]=1[NH:5][N:14]=[CH:12]2 |f:0.1,3.4,5.6,8.9|. Reported procedure: To a suspension of 2-bromo-4-methoxy-6-methylaniline hydrobromide (18.5 g, 62.3 mmol) in hydrochloric acid (8 M, 56 mL, 448 mmol) at 0° C. was added a solution of sodium nitrite (4.51 g, 65.4 mmol) in water (ca. 14 mL) drop wise. After 10 min, the resulting solution was neutralized (pH 4-5) by addition of solid sodium acetate. The resulting solution was added to a solution of 2-methyl-2-propanethiol (7.02 mL, 62.3 mmol) in ethanol (140 mL) at 0° C. The resulting mixture was stirred at 0° C. for ... Reported procedure: 2-Methoxyethyl 4-hydroxy-2H-1,2-benzothiazine-3-carboxylate 1,1-dioxide (31.0 g., 0.1035 mole) was combined with 230 ml. of acetone and cooled to 10° C. Methyl iodide (21.9 g., 0.155 mole) was added, followed by the dropwise addition, over 10 minutes, of sodium hydroxide (103.5 ml. of 1 N). The cooling bath was removed and the reaction mixture allowed to slowly warm to room temperature (about 45 minutes), then heated at 35° C. for 2 hours and finally at 39°-40° C. for 16 hours. The reaction mixt... Reaction SMILES: [OH:1][C:2]1[C:7]2[CH:8]=[CH:9][CH:10]=[CH:11][C:6]=2[S:5](=[O:13])(=[O:12])[NH:4][C:3]=1[C:14]([O:16][CH2:17][CH2:18][O:19][CH3:20])=[O:15].[CH3:21]I.[OH-].[Na+]>CC(C)=O>[OH:1][C:2]1[C:7]2[CH:8]=[CH:9][CH:10]=[CH:11][C:6]=2[S:5](=[O:12])(=[O:13])[N:4]([CH3:21])[C:3]=1[C:14]([O:16][CH2:17][CH2:18][O:19][CH3:20])=[O:15] |f:2.3|. Solvent: CC(=O)C (acetone). Reactants: OC1=C(NS(C2=C1C=CC=C2)(=O)=O)C(=O)OCCOC (2-Methoxyethyl 4-hydroxy-2H-1,2-benzothiazine-3-carboxylate 1,1-dioxide), CI (Methyl iodide), [OH-].[Na+] (sodium hydroxide). Yields the product OC1=C(N(S(C2=C1C=CC=C2)(=O)=O)C)C(=O)OCCOC (2-methoxyethyl 4-hydroxy-2-methyl-2H-1,2-benzothiazine-3-carboxylate 1,1-dioxide). The yield is 90.2%. The reactants are C1(\C=C/C(=O)O1)=O (maleic anhydride), P(=O)(O)(O)CNCC(=O)O (N-phosphonomethylglycine), anhydride, C1=CC(=CC=C1N=NC2C(=NN(C2=O)C3=CC=C(C=C3)S(=O)(=O)[O-])C(=O)[O-])S(=O)(=O)[O-].[Na+].[Na+].[Na+] (trisodium salt), C(=O)(O)CN(C(\C=C/C(=O)O)=O)CP(=O)(O)O (N-carboxymethyl-N-(phosphonomethyl)maleamic acid), [OH-].[Na+] (sodium hydroxide), C1(\C=C/C(=O)O1)=O (maleic anhydride), [OH-].[Na+] (sodium hydroxide). The solvent is CCOCC (ether). Product: [Na][Na] (disodium), P(=O)(O)(O)CNCC(=O)O (N-phosphonomethylglycine). RXN SMILES: C1(=O)OC(=O)C=C1.[OH-].[Na+:9].[P:10]([CH2:14][NH:15][CH2:16][C:17]([OH:19])=[O:18])([OH:13])([OH:12])=[O:11].C1C(N=NC2C(=O)N(C3C=CC(S([O-])(=O)=O)=CC=3)N=C2C([O-])=O)=CC=C(S([O-])(=O)=O)C=1.[Na+:51].[Na+].[Na+].C(CN(CP(O)(O)=O)C(=O)/C=C\C(O)=O)(O)=O>CCOCC>[Na:9][Na:51].[P:10]([CH2:14][NH:15][CH2:16][C:17]([OH:19])=[O:18])([OH:13])([OH:12])=[O:11] |f:1.2,4.5.6.7|. Procedure: A solution of the disodium salt of N-phosphonomethylglycine is prepared as described in Example I and 11.0 grams (0.11 mole) of finely ground maleic anhydride is added with stirring. Some sodium hydroxide is added to keep the pH at almost 9, and a small portion of ether is added to help dissolve particles of the anhydride. Stirring is continued for several days, and 2.0 or 4.0 gram portions of maleic anhydride are added until no further N-phosphonomethylglycine remains in the reaction mixture. D... Starting materials: ClC1=C(C=C(C=C1)C(CC(C(F)(F)F)=O)=O)C (1-(4-chloro-3-methyl-phenyl)-4,4,4-trifluoro-butane-1,3-dione), 4-chloro-3-methyl-acetophenone, NC1=NNC=C1C#N (3-amino-4-cyano-pyrazole). Yields the product ClC1=C(C=C(C=C1)C1=NC=2N(C(=C1)C(F)(F)F)N=CC2C#N)C (5-(4-Chloro-3-methyl-phenyl)-7-trifluoromethyl-pyrazolo[1,5-a]pyrimidine-3-carbonitrile). Yield: 38.0%. RXN SMILES: [Cl:1][C:2]1[CH:7]=[CH:6][C:5]([C:8](=O)[CH2:9][C:10](=O)[C:11]([F:14])([F:13])[F:12])=[CH:4][C:3]=1[CH3:17].[NH2:18][C:19]1[C:23]([C:24]#[N:25])=[CH:22][NH:21][N:20]=1>>[Cl:1][C:2]1[CH:7]=[CH:6][C:5]([C:8]2[CH:9]=[C:10]([C:11]([F:14])([F:13])[F:12])[N:20]3[N:21]=[CH:22][C:23]([C:24]#[N:25])=[C:19]3[N:18]=2)=[CH:4][C:3]=1[CH3:17]. Procedure: Reaction of 1-(4-chloro-3-methyl-phenyl)-4,4,4-trifluoro-butane-1,3-dione (264 mg, 1.0 mmol), prepared from commercially available 4-chloro-3-methyl-acetophenone according to general procedure A, and 3-amino-4-cyano-pyrazole (108 mg, 1.0 mmol) according to general procedure B yielded the title compound as an off-white solid (128 mg, 38%). MS (ISP) 337.1 [(M+H)+]; mp 216° C. Starting materials: CCCc1ccccc1N, CCOc1c(Nc2ccccc2O)c(=O)c1=O, CS(C)=O. Product: CCCc1ccccc1Nc1c(Nc2ccccc2O)c(=O)c1=O. Reaction SMILES: [CH2:18]([CH2:19][CH3:20])[c:21]1[c:22]([NH2:23])[cH:24][cH:25][cH:26][cH:27]1.[CH2:1]([O:2][c:4]1[c:5](=[O:17])[c:6](=[O:16])[c:7]1[NH:8][c:9]1[c:10]([OH:15])[cH:11][cH:12][cH:13][cH:14]1)[CH3:3].[CH3:28][S:29]([CH3:30])=[O:31]>>[c:4]1([NH:23][c:22]2[c:21]([CH2:18][CH2:19][CH3:20])[cH:27][cH:26][cH:25][cH:24]2)[c:5](=[O:17])[c:6](=[O:16])[c:7]1[NH:8][c:9]1[c:10]([OH:15])[cH:11][cH:12][cH:13][cH:14]1. Reactants: S(=O)(Cl)Cl (thionyl chloride), CN1C(=CC=2C=CC=NC2C1=O)C(=O)O (7-methyl-1,7-naphthyridin-8(7H)-one-6-carboxylic acid), CN1N=NN=C1N (1-methyl-5-aminotetrazole). The solvent is N1=CC=CC=C1 (pyridine). Reaction conditions: time 16 hour. Yields the product CN1C(=CC=2C=CC=NC2C1=O)C(=O)NC1=NN=NN1C (7-methyl-N-(1-methyltetrazol-5-yl)-1,7-naphthyridin-8(7H)-one-6-carboxamide). Reaction SMILES: S(Cl)(Cl)=O.[CH3:5][N:6]1[C:15](=[O:16])[C:14]2[N:13]=[CH:12][CH:11]=[CH:10][C:9]=2[CH:8]=[C:7]1[C:17]([OH:19])=O.[CH3:20][N:21]1[C:25]([NH2:26])=[N:24][N:23]=[N:22]1>N1C=CC=CC=1>[CH3:5][N:6]1[C:15](=[O:16])[C:14]2[N:13]=[CH:12][CH:11]=[CH:10][C:9]=2[CH:8]=[C:7]1[C:17]([NH:26][C:25]1[N:21]([CH3:20])[N:22]=[N:23][N:24]=1)=[O:19]. Procedure details: At 0° C., 114 mg (0.96 mmol) of thionyl chloride are added to 150 mg (0.74 mmol) of 7-methyl-1,7-naphthyridin-8(7H)-one-6-carboxylic acid and 110 mg (1.1 mmol) of 1-methyl-5-aminotetrazole in 3 ml of pyridine. The mixture is stirred at RT for 16 h. The reaction is then quenched with a little water, the pyridine is evaporated and the residue is purified by HPLC. Yield 27 mg (13%).